This data is from the Open Reaction Database (ORD), a public repository of structured organic reaction records. The task is: describe an organic reaction: reactants, conditions, products, and yield Starting materials: O=Cc1cccc(Br)c1, CCCC[Sn](CCCC)(CCCC)c1ccccn1, Cc1ccccc1, CCOC(C)=O, [F-], [K+], O. Yields the product O=Cc1cccc(-c2ccccn2)c1. RXN SMILES: [Br:1][c:2]1[cH:3][c:4]([CH:5]=[O:6])[cH:7][cH:8][cH:9]1.[CH2:17]([Sn:18]([CH2:19][CH2:20][CH2:21][CH3:28])([c:22]1[n:23][cH:24][cH:25][cH:26][cH:27]1)[CH2:29][CH2:30][CH2:31][CH3:32])[CH2:33][CH2:34][CH3:35].[CH3:10][c:11]1[cH:12][cH:13][cH:14][cH:15][cH:16]1.[CH3:38][CH2:39][O:40][C:41](=[O:42])[CH3:43].[F-:36].[K+:37].[OH2:44]>>[c:2]1(-[c:22]2[n:23][cH:24][cH:25][cH:26][cH:27]2)[cH:3][c:4]([CH:5]=[O:6])[cH:7][cH:8][cH:9]1. Starting materials: NC1=NC=CC=C1C=1SC2=C(C1)C=C(C=C2)C(=O)O (2-(2-aminopyridin-3-yl)-1-benzothiophene-5-carboxylic acid), FC1=C(N)C=C(C=C1)C (2-fluoro-5-methylaniline), CCN=C=NCCCN(C)C (EDCI). The reagents and catalysts are CN(C)C=1C=CN=CC1 (DMAP). Run in ClCCCl (1,2-dichloroethane), CN(C)C=O (DMF), C(C)(=O)OCC (ethyl acetate). Run at temperature 60 celsius. Yields the product NC1=NC=CC=C1C=1SC2=C(C1)C=C(C=C2)C(=O)NC2=C(C=CC(=C2)C)F (2-(2-aminopyridin-3-yl)-N-(2-fluoro-5-methylphenyl)-1-benzothiophene-5-carboxamide). Reaction SMILES: [NH2:1][C:2]1[C:7]([C:8]2[S:9][C:10]3[CH:16]=[CH:15][C:14]([C:17]([OH:19])=O)=[CH:13][C:11]=3[CH:12]=2)=[CH:6][CH:5]=[CH:4][N:3]=1.[F:20][C:21]1[CH:27]=[CH:26][C:25]([CH3:28])=[CH:24][C:22]=1[NH2:23].CCN=C=NCCCN(C)C>CN(C1C=CN=CC=1)C.ClCCCl.CN(C=O)C.C(OCC)(=O)C>[NH2:1][C:2]1[C:7]([C:8]2[S:9][C:10]3[CH:16]=[CH:15][C:14]([C:17]([NH:23][C:22]4[CH:24]=[C:25]([CH3:28])[CH:26]=[CH:27][C:21]=4[F:20])=[O:19])=[CH:13][C:11]=3[CH:12]=2)=[CH:6][CH:5]=[CH:4][N:3]=1. Procedure: The reaction mixture of 2-(2-aminopyridin-3-yl)-1-benzothiophene-5-carboxylic acid (54 mg, 0.2 mmol, 1 eq), 2-fluoro-5-methylaniline (0.048 mL, 2.1 eq), DMAP (5 mg, 0.2 eq), and EDCI (46.1 mg, 1.2 eq) in anhydrous 1,2-dichloroethane (2 mL) and anhydrous DMF (0.5 mL) was stirred and heated at 60° C. for 1 hour. It was then diluted with ethyl acetate, washed sequentially with aqueous NH4Cl, saturated aqueous NaHCO3, and brine, and finally dried with anhydrous sodium sulfate. The upper, clear solut... Reactants: Cl.FC1=CC(=C2C(NC(=NC2=C1)C1=NC(=CC=C1)N1CCN(CC1)C(C)C)=O)OC (7-Fluoro-2-(6-(4-isopropylpiperazin-1-yl)pyridin-2-yl)-5-methoxyquinazolin-4(3H)-one Hydrochloride), C(C1=CC=CC=C1)OC=1C=CC(=C(C=O)C1)OC (5-(Benzyloxy)-2-methoxybenzaldehyde), [OH-].[Li+] (lithium hydroxide). Procedure details: A mixture of 2-(6-bromopyridin-2-yl)-5,7-dimethoxyquinazolin-4(3H)-one (5 Scheme 21, 0.100 g, 0.278 mmol), 1-methylpiperazin-2-one (7, 0.100 g, 0.667 mmol) and anhydrous lithium hydroxide (0.020 g, 0.83 mmol) in 15-crown-5 (0.9 mL) was heated at 100° C. for 18 h. The mixture was cooled to room temperature and purified by reverse phase HPLC eluting with 10% to 90% CH3CN in H2O to afford the title compound (0.02 g, 18%) as an off-white solid: 1H NMR (500 MHz, DMSO-d6) δ 11.33 (s, 1H), 7.78 (t, J=7... Isolated yield 18.2%. Conditions: temperature 100 celsius. As a reaction SMILES: Cl.F[C:3]1[CH:12]=[C:11]2[C:6]([C:7](=[O:28])[NH:8][C:9]([C:13]3[CH:18]=[CH:17][CH:16]=[C:15]([N:19]4[CH2:24][CH2:23][N:22]([CH:25](C)C)[CH2:21][CH2:20]4)[N:14]=3)=[N:10]2)=[C:5]([O:29][CH3:30])[CH:4]=1.[CH2:31]([O:38]C1C=CC(OC)=C(C=1)C=O)C1C=CC=CC=1.[OH-:49].[Li+]>C1OCCOCCOCCOCCOC1>[CH3:30][O:29][C:5]1[CH:4]=[C:3]([O:38][CH3:31])[CH:12]=[C:11]2[C:6]=1[C:7](=[O:28])[NH:8][C:9]([C:13]1[CH:18]=[CH:17][CH:16]=[C:15]([N:19]3[CH2:20][CH2:21][N:22]([CH3:25])[C:23](=[O:49])[CH2:24]3)[N:14]=1)=[N:10]2 |f:0.1,3.4|. Product: COC1=C2C(NC(=NC2=CC(=C1)OC)C1=NC(=CC=C1)N1CC(N(CC1)C)=O)=O (5,7-Dimethoxy-2-(6-(4-methyl-3-oxopiperazin-1-yl)pyridin-2-yl)quinazolin-4(3H)-one). Solvent: C1COCCOCCOCCOCCO1 (15-crown-5). The reactants are Brc1nc(Br)c(Br)[nH]1, C1CCOC1, C[Si](C)(C)CCOCCl, [Cl-], [H-], [NH4+], [Na+]. The product is C[Si](C)(C)CCOCn1c(Br)nc(Br)c1Br. As a reaction SMILES: [Br:1][c:2]1[c:3]([Br:8])[n:4][c:5]([Br:7])[nH:6]1.[CH2:22]1[O:23][CH2:24][CH2:25][CH2:26]1.[CH3:11][Si:12]([CH2:13][CH2:14][O:15][CH2:16][Cl:17])([CH3:18])[CH3:19].[Cl-:20].[H-:10].[NH4+:21].[Na+:9]>>[Br:1][c:2]1[c:3]([Br:8])[n:4]([CH2:16][O:15][CH2:14][CH2:13][Si:12]([CH3:11])([CH3:18])[CH3:19])[c:5]([Br:7])[n:6]1. Starting materials: BrCCCCCC(=O)O (6-bromohexanoic acid), C(C1=CC=CC=C1)Br (benzyl bromide), C([O-])([O-])=O.[K+].[K+] (potassium carbonate). The solvent is CN(C=O)C (dimethylformamide). Run at time 8 hour. Yields the product BrCCCCCC(=O)OCC1=CC=CC=C1 (benzyl 6-bromohexanoate). Yield: 86.2%. As a reaction SMILES: [Br:1][CH2:2][CH2:3][CH2:4][CH2:5][CH2:6][C:7]([OH:9])=[O:8].[CH2:10](Br)[C:11]1[CH:16]=[CH:15][CH:14]=[CH:13][CH:12]=1.C(=O)([O-])[O-].[K+].[K+]>CN(C)C=O>[Br:1][CH2:2][CH2:3][CH2:4][CH2:5][CH2:6][C:7]([O:9][CH2:10][C:11]1[CH:16]=[CH:15][CH:14]=[CH:13][CH:12]=1)=[O:8] |f:2.3.4|. Procedure: A mixture of 50.0 g of 6-bromohexanoic acid, 88 g of benzyl bromide, and 69 g of potassium carbonate in 500 ml of dimethylformamide was stirred overnight at room temperature. The reaction mixture was filtered, concentrated, and the residue was taken up in ether, washed with water and dried over sodium sulfate. The residue obtained after evaporation was distilled to give 63 g (85%) of benzyl 6-bromohexanoate. Reactants: CC(C)O, CCOC(=O)c1n[nH]c2c(=O)[nH]c3cc(Cl)ccc3c(=O)c12, Cl. The product is CC(C)OC(=O)c1n[nH]c2c(=O)[nH]c3cc(Cl)ccc3c(=O)c12. Reaction SMILES: [CH3:24][CH:25]([OH:26])[CH3:27].[Cl:1][c:2]1[cH:3][c:4]2[c:5]([c:6](=[O:20])[c:7]3[c:8]([c:9](=[O:11])[nH:10]2)[nH:12][n:13][c:14]3[C:15](=[O:16])[O:17][CH2:18][CH3:19])[cH:21][cH:22]1.[ClH:23]>>[Cl:1][c:2]1[cH:3][c:4]2[c:5]([c:6](=[O:20])[c:7]3[c:8]([c:9](=[O:11])[nH:10]2)[nH:12][n:13][c:14]3[C:15](=[O:16])[O:17][CH:18]([CH3:19])[CH3:24])[cH:21][cH:22]1. Starting materials: COC1=CC=C(C=C1)C=1C=NC(=NC1)N (5-(4-methoxyphenyl)pyrimidin-2-amine), CC1=CC=C(C=C1)S(=O)(=O)Cl (4-methylbenzenesulfonyl chloride). Run in N1=CC=CC=C1 (pyridine). Conditions: time 21 hour. Product: CC1=CC=C(C=C1)S(=O)(=O)NC1=NC=C(C=N1)C1=CC=C(C=C1)OC (4-Methyl-N-[5-(4-methoxyphenyl)-pyrimidine-2-yl]benzenesulfonamide). Isolated yield 27.6%. Reaction SMILES: [CH3:1][O:2][C:3]1[CH:8]=[CH:7][C:6]([C:9]2[CH:10]=[N:11][C:12]([NH2:15])=[N:13][CH:14]=2)=[CH:5][CH:4]=1.[CH3:16][C:17]1[CH:22]=[CH:21][C:20]([S:23](Cl)(=[O:25])=[O:24])=[CH:19][CH:18]=1>N1C=CC=CC=1>[CH3:16][C:17]1[CH:22]=[CH:21][C:20]([S:23]([NH:15][C:12]2[N:11]=[CH:10][C:9]([C:6]3[CH:5]=[CH:4][C:3]([O:2][CH3:1])=[CH:8][CH:7]=3)=[CH:14][N:13]=2)(=[O:25])=[O:24])=[CH:19][CH:18]=1. Reported procedure: To a solution of 5-(4-methoxyphenyl)pyrimidin-2-amine (302 mg, 1.5 mmol) in 10 mL of dry pyridine was added 4-methylbenzenesulfonyl chloride (320 mg, 1.68 mmol). The solution was stirred at room temperature under Argon. After 21 h, the pyridine was removed in vacuo and flashed off with toluene. The residue was partitioned between CH2Cl2 and 1M NaOH. The organic phase was washed with 1M NaOH until no turbidity was observed on rectification of a small sample. The alkaline phase was made acidic (˜p...